This data is from the Open Reaction Database (ORD), a public repository of structured organic reaction records. The task is: describe an organic reaction: reactants, conditions, products, and yield Starting materials: CCOC(=O)CCCBr, C1CCOC1, CN(C)C=O, O, Oc1ccc2c(ccn2Cc2ccccc2)c1. Yields the product CCOC(=O)CCCOc1ccc2c(ccn2Cc2ccccc2)c1. RXN SMILES: [Br:18][CH2:19][CH2:20][CH2:21][C:22](=[O:23])[O:24][CH2:25][CH3:26].[CH2:33]1[O:34][CH2:35][CH2:36][CH2:37]1.[O:28]=[CH:29][N:30]([CH3:31])[CH3:32].[OH2:27].[OH:1][c:2]1[cH:3][c:4]2[cH:5][cH:6][n:7]([CH2:11][c:12]3[cH:13][cH:14][cH:15][cH:16][cH:17]3)[c:8]2[cH:9][cH:10]1>>[O:1]([c:2]1[cH:3][c:4]2[cH:5][cH:6][n:7]([CH2:11][c:12]3[cH:13][cH:14][cH:15][cH:16][cH:17]3)[c:8]2[cH:9][cH:10]1)[CH2:19][CH2:20][CH2:21][C:22](=[O:23])[O:24][CH2:25][CH3:26].